From a dataset of the Open Reaction Database (ORD), a public repository of structured organic reaction records. describe an organic reaction: reactants, conditions, products, and yield Starting materials: Brc1ccc(OCc2ccccc2)cc1, CC(C)(C)[O-], Cc1ccccc1, CCOC(C)=O, FC(F)(F)Oc1ccc(OC2CCNCC2)cc1, [Na+], CC(=O)[O-], CC(=O)[O-], O, [Pd+2]. Yields the product FC(F)(F)Oc1ccc(OC2CCN(c3ccc(OCc4ccccc4)cc3)CC2)cc1. Reaction SMILES: [Br:19][c:20]1[cH:21][cH:22][c:23]([O:26][CH2:27][c:28]2[cH:29][cH:30][cH:31][cH:32][cH:33]2)[cH:24][cH:25]1.[CH3:34][C:35]([CH3:36])([O-:37])[CH3:38].[CH3:40][c:41]1[cH:42][cH:43][cH:44][cH:45][cH:46]1.[CH3:47][CH2:48][O:49][C:50](=[O:51])[CH3:52].[F:1][C:2]([O:3][c:4]1[cH:5][cH:6][c:7]([O:8][CH:9]2[CH2:10][CH2:11][NH:12][CH2:13][CH2:14]2)[cH:15][cH:16]1)([F:17])[F:18].[Na+:39].[O-:54][C:55]([CH3:56])=[O:57].[O-:58][C:59]([CH3:60])=[O:61].[OH2:62].[Pd+2:53]>>[F:1][C:2]([O:3][c:4]1[cH:5][cH:6][c:7]([O:8][CH:9]2[CH2:10][CH2:11][N:12]([c:20]3[cH:21][cH:22][c:23]([O:26][CH2:27][c:28]4[cH:29][cH:30][cH:31][cH:32][cH:33]4)[cH:24][cH:25]3)[CH2:13][CH2:14]2)[cH:15][cH:16]1)([F:17])[F:18]. The reactants are Cc1ccc(S(=O)(=O)OCC2COc3ccc(S(C)(=O)=O)cc3O2)cc1, N. Yields the product CS(=O)(=O)c1ccc2c(c1)OC(CN)CO2. Reaction SMILES: [CH3:1][c:2]1[cH:3][cH:4][c:5]([S:6]([O:7][CH2:12][CH:13]2[CH2:14][O:15][c:16]3[c:17]([cH:19][c:20]([S:23](=[O:24])(=[O:25])[CH3:26])[cH:21][cH:22]3)[O:18]2)(=[O:8])=[O:9])[cH:10][cH:11]1.[NH3:27]>>[CH2:12]([CH:13]1[CH2:14][O:15][c:16]2[c:17]([cH:19][c:20]([S:23](=[O:24])(=[O:25])[CH3:26])[cH:21][cH:22]2)[O:18]1)[NH2:27].